Dataset: the Open Reaction Database (ORD), a public repository of structured organic reaction records. Task: describe an organic reaction: reactants, conditions, products, and yield Starting materials: C(C)(C)(C)C1=CC=C(C=C1)S(=O)(=O)NC1=NC=NC(=C1OC1=C(C=CC(=C1)OC)Cl)COCCO (4-tert-butyl-N-[5-(2-chloro-5-methoxy-phenoxy)-6-(2-hydroxy-ethoxy-methyl)-pyrimidin-4-yl]-benzenesulphonamide), O1C=C(C=C1)C(=O)O (3-furancarboxylic acid). Product: C(C)(C)(C)C1=CC=C(C=C1)S(=O)(=O)NC1=C(C(=NC=N1)COCCOC(=O)C1=COC=C1)OC1=C(C=CC(=C1)OC)Cl (furan-3-carboxylic acid 2-[6-(4-tert-butyl-phenylsulfonylamino)-5-(2-chloro-5-methoxy-phenoxy)-pyrimidin-4-ylmethoxy]-ethylester). As a reaction SMILES: [C:1]([C:5]1[CH:10]=[CH:9][C:8]([S:11]([NH:14][C:15]2[C:20]([O:21][C:22]3[CH:27]=[C:26]([O:28][CH3:29])[CH:25]=[CH:24][C:23]=3[Cl:30])=[C:19]([CH2:31][O:32][CH2:33][CH2:34][OH:35])[N:18]=[CH:17][N:16]=2)(=[O:13])=[O:12])=[CH:7][CH:6]=1)([CH3:4])([CH3:3])[CH3:2].[O:36]1[CH:40]=[CH:39][C:38]([C:41](O)=[O:42])=[CH:37]1>>[C:1]([C:5]1[CH:10]=[CH:9][C:8]([S:11]([NH:14][C:15]2[N:16]=[CH:17][N:18]=[C:19]([CH2:31][O:32][CH2:33][CH2:34][O:35][C:41]([C:38]3[CH:39]=[CH:40][O:36][CH:37]=3)=[O:42])[C:20]=2[O:21][C:22]2[CH:27]=[C:26]([O:28][CH3:29])[CH:25]=[CH:24][C:23]=2[Cl:30])(=[O:12])=[O:13])=[CH:7][CH:6]=1)([CH3:4])([CH3:2])[CH3:3]. Procedure: By reacting 4-tert-butyl-N-[5-(2-chloro-5-methoxy-phenoxy)-6-(2-hydroxy-ethoxy-methyl)-pyrimidin-4-yl]-benzenesulphonamide with 3-furancarboxylic acid there was obtained furan-3-carboxylic acid 2-[6-(4-tert-butyl-phenylsulfonylamino)-5-(2-chloro-5-methoxy-phenoxy)-pyrimidin-4-ylmethoxy]-ethylester. MS: (M+H)+=618. The reactants are COC(CC1=CC2=CC=C(C=C2C(=C1C)C1=CC=C(C=C1)NS(=O)(=O)C=1C(=CC=CC1)C)Cl)=O ({6-chloro-3-methyl-4-[4-(toluene-2-sulfonylamino)-phenyl]-naphthalen-2-yl}-acetic acid methyl ester), [OH-].[Na+] (sodium hydroxide). Run in C(C)O (ethanol). Run at time 8 hour. Yields the product ClC=1C=C2C(=C(C(=CC2=CC1)CC(=O)O)C)C1=CC=C(C=C1)NS(=O)(=O)C=1C(=CC=CC1)C ({6-chloro-3-methyl-4-[4-(toluene-2-sulfonylamino)-phenyl]-naphthalen-2-yl}-acetic acid). Reaction SMILES: C[O:2][C:3](=[O:34])[CH2:4][C:5]1[C:14]([CH3:15])=[C:13]([C:16]2[CH:21]=[CH:20][C:19]([NH:22][S:23]([C:26]3[C:27]([CH3:32])=[CH:28][CH:29]=[CH:30][CH:31]=3)(=[O:25])=[O:24])=[CH:18][CH:17]=2)[C:12]2[C:7](=[CH:8][CH:9]=[C:10]([Cl:33])[CH:11]=2)[CH:6]=1.[OH-].[Na+]>C(O)C>[Cl:33][C:10]1[CH:11]=[C:12]2[C:7](=[CH:8][CH:9]=1)[CH:6]=[C:5]([CH2:4][C:3]([OH:34])=[O:2])[C:14]([CH3:15])=[C:13]2[C:16]1[CH:17]=[CH:18][C:19]([NH:22][S:23]([C:26]2[C:27]([CH3:32])=[CH:28][CH:29]=[CH:30][CH:31]=2)(=[O:24])=[O:25])=[CH:20][CH:21]=1 |f:1.2|. Procedure: To a solution of {6-chloro-3-methyl-4-[4-(toluene-2-sulfonylamino)-phenyl]-naphthalen-2-yl}-acetic acid methyl ester (85 mg, 0.17 mmol) in ethanol (7 mL) was added a solution of sodium hydroxide solution (516 uL, 1.0 N) at room temperature. The resulting clear solution was stirred overnight. Then, the solvents were removed under vacuum and the residue was diluted with water (10 mL), acidified with 1.0 N hydrochloric acid, and extracted with ethyl acetate (2×20 mL). The combined organic extracts ... Starting materials: ClCCl, NC1CCCC1O, N=C(c1ccccc1)c1ccccc1. The product is OC1CCCC1N=C(c1ccccc1)c1ccccc1. Reaction SMILES: [Cl:22][CH2:23][Cl:24].[NH2:1][CH:2]1[CH:3]([OH:7])[CH2:4][CH2:5][CH2:6]1.[c:8]1([C:14](=[NH:15])[c:16]2[cH:17][cH:18][cH:19][cH:20][cH:21]2)[cH:9][cH:10][cH:11][cH:12][cH:13]1>>[N:1]([CH:2]1[CH:3]([OH:7])[CH2:4][CH2:5][CH2:6]1)=[C:14]([c:8]1[cH:9][cH:10][cH:11][cH:12][cH:13]1)[c:16]1[cH:17][cH:18][cH:19][cH:20][cH:21]1. Reactants: COc1cc(C(OC(C)=O)C(=O)O)cc(OC)c1OC, O=C(n1ccnc1)n1ccnc1, CNCc1cccc(OC)c1OC(C)C, ClCCl. Yields the product COc1cccc(CN(C)C(=O)C(OC(C)=O)c2cc(OC)c(OC)c(OC)c2)c1OC(C)C. RXN SMILES: [C:1]([CH3:2])(=[O:3])[O:4][CH:5]([C:6](=[O:7])[OH:8])[c:9]1[cH:10][c:11]([O:19][CH3:20])[c:12]([O:17][CH3:18])[c:13]([O:15][CH3:16])[cH:14]1.[C:21]([n:22]1[cH:23][cH:24][n:25][cH:26]1)([n:27]1[cH:28][cH:29][n:30][cH:31]1)=[O:32].[CH:33]([CH3:34])([CH3:35])[O:36][c:37]1[c:38]([CH2:39][NH:40][CH3:41])[cH:42][cH:43][cH:44][c:45]1[O:46][CH3:47].[Cl:48][CH2:49][Cl:50]>>[C:1]([CH3:2])(=[O:3])[O:4][CH:5]([C:6](=[O:8])[N:40]([CH2:39][c:38]1[c:37]([O:36][CH:33]([CH3:34])[CH3:35])[c:45]([O:46][CH3:47])[cH:44][cH:43][cH:42]1)[CH3:41])[c:9]1[cH:10][c:11]([O:19][CH3:20])[c:12]([O:17][CH3:18])[c:13]([O:15][CH3:16])[cH:14]1. Starting materials: bishydrochloride, N (NH3), ON=C(C1=NC=CN=C1)Cl (N-Hydroxypyrazine-2-carbimidoyl chloride), C(#C)C=1C=NC=CC1 (3-ethynylpyridine). Yields the product N1=C(C=NC=C1)C1=NOC(=C1)C=1C=NC=CC1 (3-(Pyrazin-2-yl)-5-(pyridin-3-yl)isoxazole). RXN SMILES: [OH:1][N:2]=[C:3](Cl)[C:4]1[CH:9]=[N:8][CH:7]=[CH:6][N:5]=1.[C:11]([C:13]1[CH:14]=[N:15][CH:16]=[CH:17][CH:18]=1)#[CH:12].N>>[N:5]1[CH:6]=[CH:7][N:8]=[CH:9][C:4]=1[C:3]1[CH:12]=[C:11]([C:13]2[CH:14]=[N:15][CH:16]=[CH:17][CH:18]=2)[O:1][N:2]=1. Procedure details: The titled compound was prepared as the bishydrochloride salt according to Method CB using the product of Example 83D (79 mg, 0.5 mmol) and 3-ethynylpyridine (Aldrich, 0.52 mg, 0.5 mmol). 1H NMR (300 MHz, DMSO-d6) δ 7.77 (dd, J=7.9, 5.2 Hz, 1H), 7.92 (s, 1H), 8.55 (dt, J=7.9, 1.8 Hz, 2H), 8.76-8.98 (m, 3 H), 9.32 (d, J=1.2 Hz, 2H) ppm; MS (DCI/NH3) m/z 225 (M+H)+. Starting materials: CC(=O)NCc1ccc(Br)cc1C, COC(C)(C)C, CC(C)(C)[O-], Cc1ccccc1, ClC(Cl)Cl, FC(F)(F)C1(c2cc(Cl)cc(Cl)c2)CCNC1, [Na+]. Yields the product CC(=O)NCc1ccc(N2CCC(c3cc(Cl)cc(Cl)c3)(C(F)(F)F)C2)cc1C. As a reaction SMILES: [Br:28][c:29]1[cH:30][c:31]([CH3:40])[c:32]([CH2:33][NH:34][C:35]([CH3:36])=[O:37])[cH:38][cH:39]1.[C:48]([O:49][CH3:50])([CH3:51])([CH3:52])[CH3:53].[CH3:1][C:2]([CH3:3])([O-:4])[CH3:5].[CH3:41][c:42]1[cH:43][cH:44][cH:45][cH:46][cH:47]1.[CH:7]([Cl:8])([Cl:9])[Cl:10].[Cl:11][c:12]1[cH:13][c:14]([C:19]2([C:24]([F:25])([F:26])[F:27])[CH2:20][NH:21][CH2:22][CH2:23]2)[cH:15][c:16]([Cl:18])[cH:17]1.[Na+:6]>>[Cl:11][c:12]1[cH:13][c:14]([C:19]2([C:24]([F:25])([F:26])[F:27])[CH2:20][N:21]([c:29]3[cH:30][c:31]([CH3:40])[c:32]([CH2:33][NH:34][C:35]([CH3:36])=[O:37])[cH:38][cH:39]3)[CH2:22][CH2:23]2)[cH:15][c:16]([Cl:18])[cH:17]1.